Dataset: the Open Reaction Database (ORD), a public repository of structured organic reaction records. Task: describe an organic reaction: reactants, conditions, products, and yield Reactants: C(C(=O)O)(=O)O (oxalic acid), N1CCCC1 (pyrrolidine), CC(C)OC(=O)/N=N/C(=O)OC(C)C (Diisopropylazodicarboxylate), ClC1=CC(=NC2=CC(=CC=C12)CO)C ((4-chloro-2-methyl-quinolin-7-yl)-methanol), C1(=CC=CC=C1)P(C1=CC=CC=C1)C1=CC=CC=C1 (triphenylphosphine), COC1=C(C=CC=C1)O (2-methoxyphenol). Solvent: C(C)O (ethanol), ClCCl (dichloromethane). Conditions: time 24 hour. The product is C(C(=O)O)(=O)O.COC1=C(OCC2=CC=C3C(=CC(=NC3=C2)C)N2CCCC2)C=CC=C1 (7-(2-Methoxy-phenoxymethyl)-2-methyl-4-pyrrolidin-1-yl-quinoline oxalate). Yield: 43.0%. RXN SMILES: CC(OC(/N=N/C(OC(C)C)=O)=O)C.Cl[C:16]1[C:25]2[C:20](=[CH:21][C:22]([CH2:26][OH:27])=[CH:23][CH:24]=2)[N:19]=[C:18]([CH3:28])[CH:17]=1.C1(P(C2C=CC=CC=2)C2C=CC=CC=2)C=CC=CC=1.[CH3:48][O:49][C:50]1[CH:55]=[CH:54][CH:53]=[CH:52][C:51]=1O.[NH:57]1[CH2:61][CH2:60][CH2:59][CH2:58]1.[C:62]([OH:67])(=[O:66])[C:63]([OH:65])=[O:64]>ClCCl.C(O)C>[C:62]([OH:67])(=[O:66])[C:63]([OH:65])=[O:64].[CH3:48][O:49][C:50]1[CH:55]=[CH:54][CH:53]=[CH:52][C:51]=1[O:27][CH2:26][C:22]1[CH:21]=[C:20]2[C:25]([C:16]([N:57]3[CH2:61][CH2:60][CH2:59][CH2:58]3)=[CH:17][C:18]([CH3:28])=[N:19]2)=[CH:24][CH:23]=1 |f:8.9|. Procedure details: Diisopropylazodicarboxylate (97 mg, 0.48 mmol) was added dropwise at r.t. to a solution of (4-chloro-2-methyl-quinolin-7-yl)-methanol (example 2c, 100 mg, 0.48 mmol), triphenylphosphine (126 mg, 0.48 mmol), 2-methoxyphenol (60 mg, 0.48 mmol) in dichloromethane (2.5 mL). After shaking 24 h at r.t., the solvent was evaporated, and the residue was taken up in pyrrolidine (1.37 g, 19.2 mmol) and shaken for 23 h at 80° C. After cooling the reaction mixture was partitioned between sat. aq. ammonium ch... The reagents and catalysts are C(C=C)C1=C(C=CC=C1)O (2-allylphenol). Reactants: C(Cl)C1CO1 (epichlorohydrin), resultant mixture, C(C=C)C1=C(C=CC=C1)O (2-allylphenol), [OH-].[Na+] (sodium hydroxide). Reaction conditions: temperature 100 celsius, time 1 hour. Reaction SMILES: [CH2:1]([CH:3]1[O:5][CH2:4]1)Cl.[CH2:6]([C:9]1[CH:14]=[CH:13][CH:12]=[CH:11][C:10]=1[OH:15])[CH:7]=[CH2:8].[OH-].[Na+]>C(C1C=CC=CC=1O)C=C.O>[CH2:1]([O:15][C:10]1[CH:11]=[CH:12][CH:13]=[CH:14][C:9]=1[CH2:6][CH:7]=[CH2:8])[CH:3]1[O:5][CH2:4]1 |f:2.3|. Reported procedure: This allyl phenyl ether was introduced into an autoclave and held at 200° C. for 5 hours with stirring. In this stage, a rearrangement reaction occurred to obtain 2-allylphenol. Into a reaction vessel, 134 g (1 mol) of the 2-allylphenol and 1.3 g of a boron trifluoride ether complex as a catalyst were introduced. In a nitrogen atmosphere, the contents were heated to 100° C. with stirring, and epichlorohydrin was added dropwise thereto in an amount of 1 mol per mole of the 2-allylphenol, with sti... Solvent: O (water). Yields the product C(C1CO1)OC1=C(C=CC=C1)CC=C (2-allylphenyl glycidyl ether).